This data is from the Open Reaction Database (ORD), a public repository of structured organic reaction records. The task is: describe an organic reaction: reactants, conditions, products, and yield Starting materials: Cc1oc(Br)cc1C=O, Cc1noc(C)c1B(O)O, COCCOC, [Na+], [Na+], O=C([O-])[O-], O, c1ccc(P(c2ccccc2)(c2ccccc2)[Pd](P(c2ccccc2)(c2ccccc2)c2ccccc2)(P(c2ccccc2)(c2ccccc2)c2ccccc2)P(c2ccccc2)(c2ccccc2)c2ccccc2)cc1. Product: Cc1noc(C)c1-c1cc(C=O)c(C)o1. Reaction SMILES: [Br:1][c:2]1[cH:3][c:4]([CH:8]=[O:9])[c:5]([CH3:7])[o:6]1.[CH3:10][c:11]1[n:12][o:13][c:14]([CH3:19])[c:15]1[B:16]([OH:17])[OH:18].[CH3:26][O:27][CH2:28][CH2:29][O:30][CH3:31].[Na+:20].[Na+:21].[O-:22][C:23](=[O:24])[O-:25].[OH2:109].[cH:32]1[cH:33][cH:34][c:35]([P:36]([Pd:37]([P:38]([c:39]2[cH:40][cH:41][cH:42][cH:43][cH:44]2)([c:45]2[cH:46][cH:47][cH:48][cH:49][cH:50]2)[c:51]2[cH:52][cH:53][cH:54][cH:55][cH:56]2)([P:57]([c:58]2[cH:59][cH:60][cH:61][cH:62][cH:63]2)([c:64]2[cH:65][cH:66][cH:67][cH:68][cH:69]2)[c:70]2[cH:71][cH:72][cH:73][cH:74][cH:75]2)[P:76]([c:77]2[cH:78][cH:79][cH:80][cH:81][cH:82]2)([c:83]2[cH:84][cH:85][cH:86][cH:87][cH:88]2)[c:89]2[cH:90][cH:91][cH:92][cH:93][cH:94]2)([c:95]2[cH:96][cH:97][cH:98][cH:99][cH:100]2)[c:101]2[cH:102][cH:103][cH:104][cH:105][cH:106]2)[cH:107][cH:108]1>>[c:2]1(-[c:15]2[c:11]([CH3:10])[n:12][o:13][c:14]2[CH3:19])[cH:3][c:4]([CH:8]=[O:9])[c:5]([CH3:7])[o:6]1. Reactants: COC1=CC=C(C=C1)C(C(=O)C1=CC=CC=C1)O[Si](C)(C)C (2-(4-methoxyphenyl)-1-phenyl-2-trimethylsilanyloxy-ethanone), FC(C(=O)O)(F)F (trifluoroacetic acid), C(C)(=O)OCC (ethyl acetate), C([O-])([O-])=O.[Na+].[Na+] (sodium carbonate). The solvent is O (water). Run at time 2 hour. Product: OC(C(=O)C1=CC=CC=C1)C1=CC=C(C=C1)OC (2-hydroxy-2-(4-methoxyphenyl)-1-phenyl-ethanone). Yield: 78.2%. Reaction SMILES: [CH3:1][O:2][C:3]1[CH:8]=[CH:7][C:6]([CH:9]([O:18][Si](C)(C)C)[C:10]([C:12]2[CH:17]=[CH:16][CH:15]=[CH:14][CH:13]=2)=[O:11])=[CH:5][CH:4]=1.FC(F)(F)C(O)=O.C(=O)([O-])[O-].[Na+].[Na+].C(OCC)(=O)C>O>[OH:18][CH:9]([C:6]1[CH:5]=[CH:4][C:3]([O:2][CH3:1])=[CH:8][CH:7]=1)[C:10]([C:12]1[CH:13]=[CH:14][CH:15]=[CH:16][CH:17]=1)=[O:11] |f:2.3.4|. Procedure: 30 g (0.091 mol) of 2-(4-methoxyphenyl)-1-phenyl-2-trimethylsilanyloxy-ethanone prepared in Step 2 was added to 50 mL of an aqueous 90% trifluoroacetic acid solution and the resulting reaction solution was stirred at room temperature for 2 hours. An ice bath was placed and the resulting reaction solution was neutralized with addition of sodium carbonate. Then, 200 mL of ethyl acetate and 100 mL of water were added to dilute the solution, followed by separation of layers. The obtained organic lay...